Task: describe an organic reaction: reactants, conditions, products, and yield. Dataset: the Open Reaction Database (ORD), a public repository of structured organic reaction records The reactants are ClC=1C2=C(N=C(N1)C1=CC(=CC=C1)Cl)CCC2 (4-chloro-2-(3-chlorophenyl)-6,7-dihydro-5H-cyclopenta[d]pyrimidine), O1C(=NC=C1)CC1=CC=C(N)C=C1 (4-(oxazol-2-ylmethyl)aniline). Product: ClC=1C=C(C=CC1)C=1N=C(C2=C(N1)CCC2)NC2=CC=C(C=C2)CC=2OC=CN2 (2-(3-Chlorophenyl)-N-(4-(oxazol-2-ylmethyl)phenyl)-6,7-dihydro-5H-cyclopenta[d]pyrimidin-4-amine). RXN SMILES: Cl[C:2]1[C:3]2[CH2:17][CH2:16][CH2:15][C:4]=2[N:5]=[C:6]([C:8]2[CH:13]=[CH:12][CH:11]=[C:10]([Cl:14])[CH:9]=2)[N:7]=1.[O:18]1[CH:22]=[CH:21][N:20]=[C:19]1[CH2:23][C:24]1[CH:30]=[CH:29][C:27]([NH2:28])=[CH:26][CH:25]=1>>[Cl:14][C:10]1[CH:9]=[C:8]([C:6]2[N:7]=[C:2]([NH:28][C:27]3[CH:26]=[CH:25][C:24]([CH2:23][C:19]4[O:18][CH:22]=[CH:21][N:20]=4)=[CH:30][CH:29]=3)[C:3]3[CH2:17][CH2:16][CH2:15][C:4]=3[N:5]=2)[CH:13]=[CH:12][CH:11]=1. Yield: 38.1%. Procedure: Following General Procedure B2, 4-chloro-2-(3-chlorophenyl)-6,7-dihydro-5H-cyclopenta[d]pyrimidine (0.075 g, 0.28 mmol) was reacted with 4-(oxazol-2-ylmethyl)aniline (0.074 g, 0.42 mmol) to afford the title compound (0.043 g, 58%) as an off-white solid. MW=402.88. 1H NMR (DMSO-d6, 300 MHz) δ 8.88 (s, 1H), 8.30-8.19 (m, 2H), 8.03 (d, J=0.8 Hz, 1H), 7.83-7.73 (m, 2H), 7.56-7.50 (m, 2H), 7.28 (d, J=8.6 Hz, 2H), 7.15 (d, J=0.8 Hz, 1H), 4.13 (s, 2H), 2.90 (q, J=7.6 Hz, 4H), 2.20-2.04 (m, 2H); APCI MS... Starting materials: Cl.NO (hydroxylamine hydrochloride), C(O)([O-])=O.[Na+] (sodium hydrogencarbonate), O=C(CCC(=O)O)C1=CC=C(C=C1)CCCCN1CCN(CC1)C1=CC(=CC=C1)C (4-oxo-4-[4-(4-(4-(3-methylphenyl)piperazin-1-yl)butyl)phenyl]butyric acid). Solvent: C(C)O (ethanol). Yields the product ON=C(CCC(=O)O)C1=CC=C(C=C1)CCCCN1CCN(CC1)C1=CC(=CC=C1)C (4-hydroxyimino-4-[4-(4-(4-(3-methylphenyl)piperazin-1-yl)butyl)phenyl ]butyric acid). Isolated yield 66.8%. Reaction SMILES: O=[C:2]([C:8]1[CH:13]=[CH:12][C:11]([CH2:14][CH2:15][CH2:16][CH2:17][N:18]2[CH2:23][CH2:22][N:21]([C:24]3[CH:29]=[CH:28][CH:27]=[C:26]([CH3:30])[CH:25]=3)[CH2:20][CH2:19]2)=[CH:10][CH:9]=1)[CH2:3][CH2:4][C:5]([OH:7])=[O:6].Cl.[NH2:32][OH:33].C(=O)([O-])O.[Na+]>C(O)C>[OH:33][N:32]=[C:2]([C:8]1[CH:13]=[CH:12][C:11]([CH2:14][CH2:15][CH2:16][CH2:17][N:18]2[CH2:19][CH2:20][N:21]([C:24]3[CH:29]=[CH:28][CH:27]=[C:26]([CH3:30])[CH:25]=3)[CH2:22][CH2:23]2)=[CH:10][CH:9]=1)[CH2:3][CH2:4][C:5]([OH:7])=[O:6] |f:1.2,3.4|. Reported procedure: To 14 g of 4-oxo-4-[4-(4-(4-(3-methylphenyl)piperazin-1-yl)butyl)phenyl]butyric acid, 200 ml of ethanol is added. To this mixture, 3.1 g of hydroxylamine hydrochloride and 4.0 g of sodium hydrogencarbonate are further added, and this is followed by reflux with heating for 6 hours under stirring the mixture. After the completion of the reaction, the solvent is distilled off under reduced pressure. To this residue, water is added, and the crystals precipitated are collected by filtration to give 9... The reactants are C1(CC1)C1=NN2C(N=C(C=C2C)C(=O)O)=C1CC1=CC=C(C=C1)C1=C(C=CC=C1)NS(=O)(=O)C(F)(F)F (2-cyclopropyl-7-methyl-3-[(-2'-(((trifluoromethyl)sulfonyl)amino)biphen-4-yl)methyl]pyrazolo[1,5-a]pyrimidine-5-carboxylic acid), N1=CC=CC=C1 (pyridine). The solvent is CO (methanol). Conditions: temperature 60 celsius, time 30 minute. Product: C1(CC1)C1=NN2C(N=C(C=C2C)C(=O)OC)=C1CC1=CC=C(C=C1)C1=C(C=CC=C1)NS(=O)(=O)C(F)(F)F (Methyl 2-cyclopropyl-7-methyl-3-[(-2'-(((trifluoromethyl)sulfonyl)amino)biphen-4-yl)methyl]pyrazolo[1,5-a]pyrimidine-5-carboxylate). Yield: 32.0%. RXN SMILES: [CH:1]1([C:4]2[C:16]([CH2:17][C:18]3[CH:23]=[CH:22][C:21]([C:24]4[CH:29]=[CH:28][CH:27]=[CH:26][C:25]=4[NH:30][S:31]([C:34]([F:37])([F:36])[F:35])(=[O:33])=[O:32])=[CH:20][CH:19]=3)=[C:7]3[N:8]=[C:9]([C:13]([OH:15])=[O:14])[CH:10]=[C:11]([CH3:12])[N:6]3[N:5]=2)[CH2:3][CH2:2]1.N1C=CC=C[CH:39]=1>CO>[CH:1]1([C:4]2[C:16]([CH2:17][C:18]3[CH:19]=[CH:20][C:21]([C:24]4[CH:29]=[CH:28][CH:27]=[CH:26][C:25]=4[NH:30][S:31]([C:34]([F:36])([F:35])[F:37])(=[O:33])=[O:32])=[CH:22][CH:23]=3)=[C:7]3[N:8]=[C:9]([C:13]([O:15][CH3:39])=[O:14])[CH:10]=[C:11]([CH3:12])[N:6]3[N:5]=2)[CH2:2][CH2:3]1. Procedure details: To a solution of 273 mg 2-cyclopropyl-7-methyl-3-[(-2'-(((trifluoromethyl)sulfonyl)amino)biphen-4-yl)methyl]pyrazolo[1,5-a]pyrimidine-5-carboxylic acid in 150 mL methanol was added 5 g Amberlyst-15. The mixture was heated to 60° C. for 9 hours (overnight generally preferred). After cooling to room temperature, 5 mL pyridine was added and the mixture was stirred for 30 minutes. The mixture was filtered, was stripped of solvent in vacuo, was stripped from toluene, then was chromatographed on silic... The reactants are CC(=O)OO, Cc1ccnc(-c2cc(C)ccn2)c1, CCOC(C)=O, ClCCl. Yields the product Cc1ccnc(-c2cc(C)cc[n+]2[O-])c1. RXN SMILES: [C:15]([O:16][OH:18])(=[O:17])[CH3:19].[CH3:1][c:2]1[cH:3][c:4](-[c:8]2[n:9][cH:10][cH:11][c:12]([CH3:14])[cH:13]2)[n:5][cH:6][cH:7]1.[CH3:23][CH2:24][O:25][C:26](=[O:27])[CH3:28].[Cl:20][CH2:21][Cl:22]>>[CH3:1][c:2]1[cH:3][c:4](-[c:8]2[n:9][cH:10][cH:11][c:12]([CH3:14])[cH:13]2)[n+:5]([O-:17])[cH:6][cH:7]1. Starting materials: CCOC(=O)C1(C)CCCN(C(=O)OCc2ccccc2)C1, CCO, [Li+], [OH-]. Yields the product CC1(C(=O)O)CCCN(C(=O)OCc2ccccc2)C1. Reaction SMILES: [CH3:1][C:2]1([C:18](=[O:19])[O:20][CH2:21][CH3:22])[CH2:3][N:4]([C:8](=[O:9])[O:10][CH2:11][c:12]2[cH:13][cH:14][cH:15][cH:16][cH:17]2)[CH2:5][CH2:6][CH2:7]1.[CH3:25][CH2:26][OH:27].[Li+:24].[OH-:23]>>[CH3:1][C:2]1([C:18](=[O:19])[OH:20])[CH2:3][N:4]([C:8](=[O:9])[O:10][CH2:11][c:12]2[cH:13][cH:14][cH:15][cH:16][cH:17]2)[CH2:5][CH2:6][CH2:7]1. Reactants: C(CCC)C=1NC2=CC=C(C=C2C(N1)=O)C=O (2-butyl-1,4-dihydro-4-oxo-6-quinazolinecarboxaldehyde), C(=O)(OCC)C=P(C1=CC=CC=C1)(C1=CC=CC=C1)C1=CC=CC=C1 ((carbethoxymethylene)triphenylphosphorane). Run in C(C)#N (acetonitrile). Yields the product C(CCC)C=1NC2=CC=C(C=C2C(N1)=O)C=CC(=O)OCC (Ethyl 3-(2-butyl-1,4-dihydro-4-oxo-6-quinazolinyl)-2-propenoate). Yield: 46.4%. As a reaction SMILES: [CH2:1]([C:5]1[NH:6][C:7]2[C:12]([C:13](=[O:15])[N:14]=1)=[CH:11][C:10]([CH:16]=O)=[CH:9][CH:8]=2)[CH2:2][CH2:3][CH3:4].[C:18]([CH:23]=P(C1C=CC=CC=1)(C1C=CC=CC=1)C1C=CC=CC=1)([O:20][CH2:21][CH3:22])=[O:19]>C(#N)C>[CH2:1]([C:5]1[NH:6][C:7]2[C:12]([C:13](=[O:15])[N:14]=1)=[CH:11][C:10]([CH:16]=[CH:23][C:18]([O:20][CH2:21][CH3:22])=[O:19])=[CH:9][CH:8]=2)[CH2:2][CH2:3][CH3:4]. Reported procedure: A mixture of 3.202 g of 2-butyl-1,4-dihydro-4-oxo-6-quinazolinecarboxaldehyde and 5.093 g of (carbethoxymethylene)triphenylphosphorane in 50 ml of acetonitrile is heated at reflux for 18 hours. The reaction mixture is cooled and the resulting solid washed with ether and dried to give 1.94 g of the desired product. CI MASS SPEC 301 (MH+) The reactants are COC1=CC2=C(C=C1)C1=C(CN(CC1)CC(C)=O)C(O2)=O (1,2,3,4-tetrahydro-8-methoxy-3-(2-oxopropyl)-5H-[1]benzopyrano[3,4-c]pyridin-5-one), CN (methylamine). The product is COC1=CC2=C(C=C1)C1=C(CN(CC1)CC(C)NC)C(O2)=O (1,2,3,4-Tetrahydro-8-methoxy-3-[2-(methylamino)propyl]-5H-[1]benzopyrano[3,4-c]pyridin-5-one). Isolated yield 69.6%. RXN SMILES: [CH3:1][O:2][C:3]1[CH:8]=[CH:7][C:6]2[C:9]3[CH2:14][CH2:13][N:12]([CH2:15][C:16](=O)[CH3:17])[CH2:11][C:10]=3[C:19](=[O:21])[O:20][C:5]=2[CH:4]=1.[CH3:22][NH2:23]>>[CH3:1][O:2][C:3]1[CH:8]=[CH:7][C:6]2[C:9]3[CH2:14][CH2:13][N:12]([CH2:15][CH:16]([NH:23][CH3:22])[CH3:17])[CH2:11][C:10]=3[C:19](=[O:21])[O:20][C:5]=2[CH:4]=1. Reported procedure: Prepared by the method described for Example 51 from 1,2,3,4-tetrahydro-8-methoxy-3-(2-oxopropyl)-5H-[1]benzopyrano[3,4-c]pyridin-5-one (16.5 g, 0.057 moles) and methylamine (8 ml, 0.18 moles). Recrystallization from ethyl acetate gave the product (12.0 g), mp 109°-111° C.